Dataset: the Open Reaction Database (ORD), a public repository of structured organic reaction records. Task: describe an organic reaction: reactants, conditions, products, and yield As a reaction SMILES: [CH3:1][O:2][C:3]1[C:4](=[O:35])[C:5]([CH3:34])=[C:6]([CH2:12][C:13]2[C:14]([O:30]C(=O)C)=[C:15]([CH:27]=[CH:28][CH:29]=2)[C:16]([NH:18][C:19]2[CH:24]=[CH:23][C:22]([Cl:25])=[CH:21][C:20]=2[Cl:26])=[O:17])[C:7](=[O:11])[C:8]=1[O:9][CH3:10].C(=O)([O-])O.[Na+]>CO.O>[CH3:1][O:2][C:3]1[C:4](=[O:35])[C:5]([CH3:34])=[C:6]([CH2:12][C:13]2[C:14]([OH:30])=[C:15]([CH:27]=[CH:28][CH:29]=2)[C:16]([NH:18][C:19]2[CH:24]=[CH:23][C:22]([Cl:25])=[CH:21][C:20]=2[Cl:26])=[O:17])[C:7](=[O:11])[C:8]=1[O:9][CH3:10] |f:1.2|. Starting materials: COC=1C(C(=C(C(C1OC)=O)CC=1C(=C(C(=O)NC2=C(C=C(C=C2)Cl)Cl)C=CC1)OC(C)=O)C)=O (N-[3-(5,6-Dimethoxy-3-methyl-1,4-benzoquinon-2-yl)methyl-2-acetoxybenzoyl]-2,4-dichloroaniline), C(O)([O-])=O.[Na+] (sodium hydrogencarbonate). Yield: 50.7%. Yields the product COC=1C(C(=C(C(C1OC)=O)CC=1C(=C(C(=O)NC2=C(C=C(C=C2)Cl)Cl)C=CC1)O)C)=O (N-[3-(5,6-Dimethoxy-3-methyl-1,4-benzoquinon-2-yl)methyl-2-hydroxybenzoyl]-2,4-dichloroaniline). Procedure details: N-[3-(5,6-Dimethoxy-3-methyl-1,4-benzoquinon-2-yl)methyl-2-acetoxybenzoyl]-2,4-dichloroaniline (0.075 g, 0.145 mmol) was dissolved in methanol (2 ml) and after adding thereto an aqueous saturated sodium hydrogencarbonate solution (1.5 ml), the solution was stirred at room temperature for 2 hours. After the completion of reaction, the reaction solution was diluted with water and then extracted with ethyl acetate. The extract was washed with water and then dried, and the solvent was removed by dis... Run in CO (methanol), O (water). Procedure details: To a solution of 5-[5-(5-methyl-3-phenyl-isoxazol-4-yl)-[1,3,4]oxadiazol-2-yl]-1H-indole (150 mg, 0.44 mmol) in DMF (2 mL) was added potassium carbonate (121 mg, 0.88 mmol) and iodomethane (0.04 ml, 0.66 mmol) and the reaction mixture was stirred for 3 d in a closed round bottomed flask at ambient temperature. The mixture was extracted with water (20 ml) and ethyl acetate (20 mL). The aqueous layer was extracted with ethyl acetate and the combined organic layers were washed with aqueous sodium c... Yield: 86.7%. The reactants are CC1=C(C(=NO1)C1=CC=CC=C1)C1=NN=C(O1)C=1C=C2C=CNC2=CC1 (5-[5-(5-methyl-3-phenyl-isoxazol-4-yl)-[1,3,4]oxadiazol-2-yl]-1H-indole), C([O-])([O-])=O.[K+].[K+] (potassium carbonate), IC (iodomethane). Reaction SMILES: [CH3:1][C:2]1[O:6][N:5]=[C:4]([C:7]2[CH:12]=[CH:11][CH:10]=[CH:9][CH:8]=2)[C:3]=1[C:13]1[O:17][C:16]([C:18]2[CH:19]=[C:20]3[C:24](=[CH:25][CH:26]=2)[NH:23][CH:22]=[CH:21]3)=[N:15][N:14]=1.[C:27](=O)([O-])[O-].[K+].[K+].IC>CN(C=O)C>[CH3:27][N:23]1[C:24]2[C:20](=[CH:19][C:18]([C:16]3[O:17][C:13]([C:3]4[C:4]([C:7]5[CH:8]=[CH:9][CH:10]=[CH:11][CH:12]=5)=[N:5][O:6][C:2]=4[CH3:1])=[N:14][N:15]=3)=[CH:26][CH:25]=2)[CH:21]=[CH:22]1 |f:1.2.3|. Product: CN1C=CC2=CC(=CC=C12)C=1OC(=NN1)C=1C(=NOC1C)C1=CC=CC=C1 (1-Methyl-5-[5-(5-methyl-3-phenyl-isoxazol-4-yl)-[1,3,4]oxadiazol-2-yl]-1H-indole). Run at time 3 day. Run in CN(C)C=O (DMF). The reactants are CCO, COc1cc(F)c(C)cc1[N+](=O)[O-]. Product: COc1cc(F)c(C)cc1N. Reaction SMILES: [CH3:14][CH2:15][OH:16].[F:1][c:2]1[c:3]([CH3:13])[cH:4][c:5]([N+:10]([O-:11])=[O:12])[c:6]([O:8][CH3:9])[cH:7]1>>[F:1][c:2]1[c:3]([CH3:13])[cH:4][c:5]([NH2:10])[c:6]([O:8][CH3:9])[cH:7]1. Reactants: C(C)(C)(C)OC(C=CC1=CC2=C(NCCOC2)N=C1)=O (3-(5,7,8,9-Tetrahydro-6-oxa-1,9-diaza-benzocyclohepten-3-yl)-acrylic acid tert-butyl ester), C(Cl)Cl (CH2Cl2), C(=O)(C(F)(F)F)O (TFA). Run at time 30 minute. The product is Cl.N1=CC(=CC2=C1NCCOC2)C=CC(=O)O (3-(5,7,8,9-Tetrahydro-6-oxa-1,9-diaza-benzocyclohepten-3-yl)-acrylic acid hydrochloride). Reaction SMILES: C([O:5][C:6](=[O:20])[CH:7]=[CH:8][C:9]1[CH:19]=[N:18][C:12]2[NH:13][CH2:14][CH2:15][O:16][CH2:17][C:11]=2[CH:10]=1)(C)(C)C.C(O)(C(F)(F)F)=O.C(Cl)[Cl:29]>>[ClH:29].[N:18]1[C:12]2[NH:13][CH2:14][CH2:15][O:16][CH2:17][C:11]=2[CH:10]=[C:9]([CH:8]=[CH:7][C:6]([OH:20])=[O:5])[CH:19]=1 |f:3.4|. Procedure details: A suspension of 3-(5,7,8,9-Tetrahydro-6-oxa-1,9-diaza-benzocyclohepten-3-yl)-acrylic acid tert-butyl ester (0.14 g, 0.49 mmol) in CH2Cl2 (5 mL) was treated with TFA (5 ml). After stirring at room temperature for 30 min, the clear tan solution was concentrated in vacuo. The resulting oil was triturated with hexanes (20 mL) until the oil was converted to a fine off-white solid. The solid was then suspended in anhydrous HCl in dioxane (2 mL, 4.0 M), sonicated and concentrated to about 1 mL. The sus... The reactants are CCO, CC(N=[N+]=[N-])c1ccc(F)nc1. Yields the product CC(N)c1ccc(F)nc1. As a reaction SMILES: [CH3:13][CH2:14][OH:15].[N:1](=[N+:2]=[N-:3])[CH:4]([CH3:5])[c:6]1[cH:7][cH:8][c:9]([F:12])[n:10][cH:11]1>>[NH2:1][CH:4]([CH3:5])[c:6]1[cH:7][cH:8][c:9]([F:12])[n:10][cH:11]1. Starting materials: [Br-], Cc1cc(C[n+]2cnn(CC(O)(c3ccc(F)cc3F)C(C)c3nc(-c4ccc(C#N)cc4)cs3)c2)cc(C)c1O, CC(C)(C)OC(=O)N1CCCC1C(=O)O, CCN=C=NCCCN(C)C, ClCCl, Cl. Yields the product [Br-], Cc1cc(C[n+]2cnn(CC(O)(c3ccc(F)cc3F)C(C)c3nc(-c4ccc(C#N)cc4)cs3)c2)cc(C)c1OC(=O)C1CCCN1C(=O)OC(C)(C)C. As a reaction SMILES: [Br-:1].[C:2](#[N:3])[c:4]1[cH:5][cH:6][c:7](-[c:10]2[n:11][c:12]([CH:15]([C:16]([CH2:17][n:18]3[n:19][cH:20][n+:21]([CH2:23][c:24]4[cH:25][c:26]([CH3:32])[c:27]([OH:31])[c:28]([CH3:30])[cH:29]4)[cH:22]3)([OH:33])[c:34]3[c:35]([F:41])[cH:36][c:37]([F:40])[cH:38][cH:39]3)[CH3:42])[s:13][cH:14]2)[cH:8][cH:9]1.[C:43](=[O:44])([O:45][C:46]([CH3:47])([CH3:48])[CH3:49])[N:50]1[CH:51]([C:52](=[O:53])[OH:54])[CH2:55][CH2:56][CH2:57]1.[CH3:59][N:60]([CH3:61])[CH2:62][CH2:63][CH2:64][N:65]=[C:66]=[N:67][CH2:68][CH3:69].[Cl:70][CH2:71][Cl:72].[ClH:58]>>[Br-:1].[C:2](#[N:3])[c:4]1[cH:5][cH:6][c:7](-[c:10]2[n:11][c:12]([CH:15]([C:16]([CH2:17][n:18]3[n:19][cH:20][n+:21]([CH2:23][c:24]4[cH:25][c:26]([CH3:32])[c:27]([O:31][C:52]([CH:51]5[N:50]([C:43](=[O:44])[O:45][C:46]([CH3:47])([CH3:48])[CH3:49])[CH2:57][CH2:56][CH2:55]5)=[O:53])[c:28]([CH3:30])[cH:29]4)[cH:22]3)([OH:33])[c:34]3[c:35]([F:41])[cH:36][c:37]([F:40])[cH:38][cH:39]3)[CH3:42])[s:13][cH:14]2)[cH:8][cH:9]1. The solvent is CN(C)C=O (DMF). Reaction SMILES: [CH2:1]=[CH:2][C:3]1[CH:8]=[CH:7][CH:6]=[CH:5][CH:4]=1.C(=O)([O-])[O-].[K+].[K+].Br[C:16]1[CH:17]=[C:18]([CH:21]=[C:22]([Br:24])[CH:23]=1)[CH:19]=[O:20]>CCCC[N+](CCCC)(CCCC)CCCC.[Br-].CN(C=O)C.C([O-])(=O)C.[Pd+2].C([O-])(=O)C>[Br:24][C:22]1[CH:21]=[C:18]([CH:17]=[C:16]([CH:1]=[CH:2][C:3]2[CH:8]=[CH:7][CH:6]=[CH:5][CH:4]=2)[CH:23]=1)[CH:19]=[O:20] |f:1.2.3,5.6,8.9.10|. Yields the product BrC=1C=C(C=O)C=C(C1)C=CC1=CC=CC=C1 (3-bromo-5-styryl-benzaldehyde). Reaction conditions: temperature 65 celsius, time 10 minute. The reactants are BrC=1C=C(C=O)C=C(C1)Br (3,5-dibromobenzaldehyde), C=CC1=CC=CC=C1 (styrene), C([O-])([O-])=O.[K+].[K+] (potassium carbonate). The reagents and catalysts are CCCC[N+](CCCC)(CCCC)CCCC.[Br-] (tetra-N-butylammonium bromide), C(C)(=O)[O-].[Pd+2].C(C)(=O)[O-] (palladium(II) acetate). Procedure details: A mixture of styrene (2.0 g, 18.9 mmol), potassium carbonate (7.8 g, 56.7 mmol), tetra-N-butylammonium bromide (2.0 g, 6.3 mmol) and palladium(II) acetate (250 mg, 1.11 mmol), under nitrogen, was stirred for 10 min. A solution of 3,5-dibromobenzaldehyde (5.0 g, 18.9 mmol) in dry DMF (10 mL) was added and the mixture heated at 65° C. for 16 h. The reaction mixture was concentrated in vacuo, and the product purified by flash chromatography (heptane/ethyl acetate 1:4) to give 1.7 g of 3-bromo-5-sty... Yield: 31.3%.